From a dataset of the Open Reaction Database (ORD), a public repository of structured organic reaction records. describe an organic reaction: reactants, conditions, products, and yield Reactants: OC1=CC=CC2=CC=C3C=CC=NC3=C21 (10-hydroxybenzo [h] quinoline). The solvent is mixed solution, CO (methanol), C(C)O (ethanol). Product: N1=CC=CC2=CC=CC=C12 (quinoline). Reaction SMILES: OC1[C:15]2[C:6](=[CH:7][CH:8]=[C:9]3[C:14]=2[N:13]=[CH:12][CH:11]=[CH:10]3)C=CC=1>CO.C(O)C>[N:13]1[C:14]2[C:9](=[CH:8][CH:7]=[CH:6][CH:15]=2)[CH:10]=[CH:11][CH:12]=1. Procedure: To begin with, 1.53 g(7.84 mmol) of 10-hydroxybenzo [h] quinoline was dissolved in 40 ml of mixed solution of methanol and ethanol in a flask with heat to produce alcoholic quinoline solution; the ratio of methanol to ethanol was 1 : 1. Then, 0.69 g(3.92 mmol) of BeSo4.4H2O was dissolved in 100 ml of pure water in another flask to produce beryllium solution. Beryllium solution was gradually added to alcoholic quinoline solution while being stirred, then a substance emitting strong blue-green lig... The reactants are BrC1=CC=C(C(C=O)=C1)O (5-bromosalicylaldehyde), C[O-].[Na+] (sodium methoxide), C[O-].[Na+] (sodium methoxide), C1(=CC=CC=C1)C=1OC(=C(N1)C(CBr)=O)C (2-phenyl-4-bromoacetyl-5-methyloxazole). Run in C(C)O (ethanol). Run at temperature 78 celsius, time 20 minute. Product: C1(=CC=CC=C1)C=1OC(=C(N1)C(=O)C=1OC2=C(C1)C=C(C=C2)Br)C (2-(2-Phenyl-5-methyloxazol-4-ylcarbonyl)-5-bromobenzofuran). As a reaction SMILES: [Br:1][C:2]1[CH:9]=[C:6]([CH:7]=O)[C:5]([OH:10])=[CH:4][CH:3]=1.C[O-].[Na+].[C:14]1([C:20]2[O:21][C:22]([CH3:29])=[C:23]([C:25](=[O:28])[CH2:26]Br)[N:24]=2)[CH:19]=[CH:18][CH:17]=[CH:16][CH:15]=1>C(O)C>[C:14]1([C:20]2[O:21][C:22]([CH3:29])=[C:23]([C:25]([C:26]3[O:10][C:5]4[CH:4]=[CH:3][C:2]([Br:1])=[CH:9][C:6]=4[CH:7]=3)=[O:28])[N:24]=2)[CH:15]=[CH:16][CH:17]=[CH:18][CH:19]=1 |f:1.2|. Procedure: To a slurry of 294 g of 5-bromosalicylaldehyde in 3 liters of dry ethanol was added 79.06 g of sodium methoxide and the mixture allowed to stir for 20 minutes. To the resulting yellow slurry was added 410 g of 2-phenyl-4-bromoacetyl-5-methyloxazole and the slurry heated to 78° C. for 2 hours. An additional 250 mg of sodium methoxide was added and heating continued overnight under a nitrogen atmosphere. The reaction was cooled and the solids filtered and washed with ethanol, 393 g, mp 212°-213° C... The reactants are CC1(CNC(C2=CC(=CC=C12)[N+](=O)[O-])=O)C (4,4-dimethyl-7-nitro-3,4-dihydro-2H-isoquinolin-1-one), C(=O)[O-].[NH4+] (ammonium formate). The reagents and catalysts are [Pd] (Palladium/Carbon). Solvent: CN(C)C=O (DMF). Product: NC1=CC=C2C(CNC(C2=C1)=O)(C)C (7-Amino-4,4-dimethyl-3,4-dihydro-2H-isoquinolin-1-one). The yield is 97.7%. Reaction SMILES: [CH3:1][C:2]1([CH3:16])[C:11]2[C:6](=[CH:7][C:8]([N+:12]([O-])=O)=[CH:9][CH:10]=2)[C:5](=[O:15])[NH:4][CH2:3]1.C([O-])=O.[NH4+]>CN(C=O)C.[Pd]>[NH2:12][C:8]1[CH:7]=[C:6]2[C:11]([C:2]([CH3:16])([CH3:1])[CH2:3][NH:4][C:5]2=[O:15])=[CH:10][CH:9]=1 |f:1.2|. Procedure details: Palladium/Carbon (10% wt) (25 mg, 0.13 mmol) was added to a stirred solution of 4,4-dimethyl-7-nitro-3,4-dihydro-2H-isoquinolin-1-one (250 mg, 1.13 mmol) and ammonium formate (350 mg, 5.65 mmol) in anhydrous DMF (10 ml) at room temperature. The resulting suspension was then heated at reflux for 1 hrs, then cooled and filtered through a pad of celite. The solvent was evaporated and the crude residue purified by flash column chromatography (5% methanol in dichloromethane) to afford the title compo... The reactants are BrC=1C=C2C=CC(=NC2=CC1)Cl (6-bromo-2-chloroquinoline), OC1=CC=C(OC(C(=O)OCC)C)C=C1 (ethyl 2-(4-hydroxyphenoxy)propionate). The product is BrC=1C=C2C=CC(=NC2=CC1)OC1=CC=C(OC(C(=O)OCC)C)C=C1 (Ethyl 2-[4-(6-bromoquinolin-2-yloxy)phenoxy]-propionate). RXN SMILES: [Br:1][C:2]1[CH:3]=[C:4]2[C:9](=[CH:10][CH:11]=1)[N:8]=[C:7](Cl)[CH:6]=[CH:5]2.[OH:13][C:14]1[CH:27]=[CH:26][C:17]([O:18][CH:19]([CH3:25])[C:20]([O:22][CH2:23][CH3:24])=[O:21])=[CH:16][CH:15]=1>>[Br:1][C:2]1[CH:3]=[C:4]2[C:9](=[CH:10][CH:11]=1)[N:8]=[C:7]([O:13][C:14]1[CH:15]=[CH:16][C:17]([O:18][CH:19]([CH3:25])[C:20]([O:22][CH2:23][CH3:24])=[O:21])=[CH:26][CH:27]=1)[CH:6]=[CH:5]2. Procedure details: was prepared from 6-bromo-2-chloroquinoline and ethyl 2-(4-hydroxyphenoxy)propionate following essentially the same procedure as that described in Example 1. The compound had a melting point of 85° C. Reactants: CC(=O)OC(C)=O, CCOC(=O)c1cc2cc(N)ccc2nn1. Product: CCOC(=O)c1cc2cc(NC(C)=O)ccc2nn1. RXN SMILES: [CH3:17][C:18](=[O:19])[O:20][C:21](=[O:22])[CH3:23].[NH2:1][c:2]1[cH:3][c:4]2[cH:5][c:6]([C:12](=[O:13])[O:14][CH2:15][CH3:16])[n:7][n:8][c:9]2[cH:10][cH:11]1>>[NH:1]([c:2]1[cH:3][c:4]2[cH:5][c:6]([C:12](=[O:13])[O:14][CH2:15][CH3:16])[n:7][n:8][c:9]2[cH:10][cH:11]1)[C:18]([CH3:17])=[O:19]. Reactants: C=O, [Na+], [OH-], Oc1ccnc2ccccc12. Yields the product OCc1cnc2ccccc2c1O. As a reaction SMILES: [CH2:14]=[O:15].[Na+:13].[OH-:12].[OH:1][c:2]1[cH:3][cH:4][n:5][c:6]2[cH:7][cH:8][cH:9][cH:10][c:11]12>>[OH:1][c:2]1[c:3]([CH2:14][OH:12])[cH:4][n:5][c:6]2[cH:7][cH:8][cH:9][cH:10][c:11]12. Starting materials: CN1CCOCC1, CCOC(C)=O, CCOC(=O)c1sc(N2CC3NCCC32)nc1C, CCc1[nH]c(C(=O)O)nc1Cl, On1nnc2ccccc21. Yields the product CCOC(=O)c1sc(N2CC3C2CCN3C(=O)c2nc(Cl)c(CC)[nH]2)nc1C. RXN SMILES: [CH3:11][N:12]1[CH2:13][CH2:14][O:15][CH2:16][CH2:17]1.[CH3:47][CH2:48][O:49][C:50](=[O:51])[CH3:52].[CH:18]12[NH:19][CH2:20][CH2:21][CH:22]1[N:23]([c:25]1[s:26][c:27]([C:31](=[O:32])[O:33][CH2:34][CH3:35])[c:28]([CH3:30])[n:29]1)[CH2:24]2.[Cl:36][c:37]1[n:38][c:39]([C:44](=[O:45])[OH:46])[nH:40][c:41]1[CH2:42][CH3:43].[OH:1][n:2]1[c:3]2[cH:4][cH:5][cH:6][cH:7][c:8]2[n:9][n:10]1>>[CH:18]12[N:19]([C:44]([c:39]3[n:38][c:37]([Cl:36])[c:41]([CH2:42][CH3:43])[nH:40]3)=[O:45])[CH2:20][CH2:21][CH:22]1[N:23]([c:25]1[s:26][c:27]([C:31](=[O:32])[O:33][CH2:34][CH3:35])[c:28]([CH3:30])[n:29]1)[CH2:24]2. Starting materials: crystal, C(C)OC(C(C(C)=O)C(C1=C(C=C(C(=C1)CC1=C(C(=CC=C1)Cl)F)OC)F)=O)=O (2-(5-(3-chloro-2-fluorobenzyl)-2-fluoro-4-methoxybenzoyl)-3-oxobutyric acid ethyl ester), O (Water), O (water), C(C)(=O)[O-].[Na+] (sodium acetate). The solvent is C(C)O (ethanol). The product is C(C)OC(CC(=O)C1=C(C=C(C(=C1)CC1=C(C(=CC=C1)Cl)F)OC)F)=O (3-(5-(3-chloro-2-fluorobenzyl)-2-fluoro-4-methoxyphenyl)-3-oxopropionic acid ethyl ester). Reaction SMILES: [CH2:1]([O:3][C:4](=[O:29])[CH:5]([C:9](=[O:28])[C:10]1[CH:15]=[C:14]([CH2:16][C:17]2[CH:22]=[CH:21][CH:20]=[C:19]([Cl:23])[C:18]=2[F:24])[C:13]([O:25][CH3:26])=[CH:12][C:11]=1[F:27])C(=O)C)[CH3:2].O.C([O-])(=O)C.[Na+]>C(O)C>[CH2:1]([O:3][C:4](=[O:29])[CH2:5][C:9]([C:10]1[CH:15]=[C:14]([CH2:16][C:17]2[CH:22]=[CH:21][CH:20]=[C:19]([Cl:23])[C:18]=2[F:24])[C:13]([O:25][CH3:26])=[CH:12][C:11]=1[F:27])=[O:28])[CH3:2] |f:2.3|. Procedure details: To a solution of 2-(5-(3-chloro-2-fluorobenzyl)-2-fluoro-4-methoxybenzoyl)-3-oxobutyric acid ethyl ester prepared in Step VI-1 in ethanol were successively added water (5 ml) and sodium acetate (7.87 g) with stirring at room temperature, and the mixture was stirred for 4 days. Water (20 ml) was added to the reaction suspension at 70° C. and, after confirmation of dissolution, the mixture was cooled to room temperature. A seed crystal (10 mg) of the title compound was added and, after stirring fo...